Dataset: the Open Reaction Database (ORD), a public repository of structured organic reaction records. Task: describe an organic reaction: reactants, conditions, products, and yield Starting materials: [Cl-].[Na+] (sodium chloride), C=O (formaline), COC=1C=C(C=O)C=C(C1)OC (3,5-dimethoxy-benzaldehyde), C(C)[S-].[Na+] (sodium ethanethiolate). The solvent is C(C)(=O)O (acetic acid), CN(C)C=O (DMF), CN(C)C=O (DMF). Conditions: temperature 145 celsius, time 1 hour. Product: OC=1C=C(C=O)C=C(C1)OC (3-hydroxy-5-methoxy-benzaldehyde). RXN SMILES: C([S-])C.[Na+].[CH3:5][O:6][C:7]1[CH:8]=[C:9]([CH:12]=[C:13]([O:15]C)[CH:14]=1)[CH:10]=[O:11].[Cl-].[Na+].C=O>CN(C=O)C.C(O)(=O)C>[OH:15][C:13]1[CH:12]=[C:9]([CH:8]=[C:7]([O:6][CH3:5])[CH:14]=1)[CH:10]=[O:11] |f:0.1,3.4|. Reported procedure: To a 1.0-L three-neck flask was added sodium ethanethiolate (80%, 28.5 g, 271.0 mmol) and anhydrous DMF (225 mL). The mixture was heated to 145° C. for 1.5 hours. Then, 3,5-dimethoxy-benzaldehyde (15.0 g, 90.0 mmol) in anhydrous DMF (350 mL) was added over a period of 8 minutes. The reaction was kept at 145° C. for another 1 hour, then cooled to room temperature. Saturated sodium chloride solution (2.5 L) and formaline (37%, 240 mL) together with acetic acid (500 mL) was added. The resulting sol... The reactants are Cc1ccccc1, Cc1cccc(C)c1N(CCl)C(=O)CCl, c1cn[nH]c1. Product: Cc1cccc(C)c1N(Cn1cccn1)C(=O)CCl. As a reaction SMILES: [CH3:21][c:22]1[cH:23][cH:24][cH:25][cH:26][cH:27]1.[Cl:1][CH2:2][C:3](=[O:4])[N:5]([c:6]1[c:7]([CH3:13])[cH:8][cH:9][cH:10][c:11]1[CH3:12])[CH2:14][Cl:15].[nH:16]1[n:17][cH:18][cH:19][cH:20]1>>[Cl:1][CH2:2][C:3](=[O:4])[N:5]([c:6]1[c:7]([CH3:13])[cH:8][cH:9][cH:10][c:11]1[CH3:12])[CH2:14][n:16]1[n:17][cH:18][cH:19][cH:20]1. Reactants: O (water), OCCC1CCNCC1 (4-(2-hydroxyethyl)piperidine), FC1=CC=C(C=O)C=C1 (4-fluorobenzaldehyde), C1(=CC=C(C=C1)S(=O)(=O)O)C (p-toluene sulfonic acid). The solvent is C1=CC=CC=C1 (benzene), C1=CC=CC=C1 (benzene). Reaction conditions: time 2 hour. The product is FC1=CC=C(CN2CCC(CC2)CCO)C=C1 (1-(4-fluorobenzyl)-4-(2-hydroxyethyl)piperidine). RXN SMILES: [OH:1][CH2:2][CH2:3][CH:4]1[CH2:9][CH2:8][NH:7][CH2:6][CH2:5]1.[F:10][C:11]1[CH:18]=[CH:17][C:14]([CH:15]=O)=[CH:13][CH:12]=1.C1(C)C=CC(S(O)(=O)=O)=CC=1.O>C1C=CC=CC=1>[F:10][C:11]1[CH:18]=[CH:17][C:14]([CH2:15][N:7]2[CH2:8][CH2:9][CH:4]([CH2:3][CH2:2][OH:1])[CH2:5][CH2:6]2)=[CH:13][CH:12]=1. Procedure details: A mixture of 4-(2-hydroxyethyl)piperidine (21.5 g), 4-fluorobenzaldehyde (17.5 ml) and p-toluene sulfonic acid (3 mg) in benzene (200 ml) was refluxed with separating water as the benzene azeotrope. After 2 hours, the mixture was evaporated in vacuo. The residue was dissolved in methanol (200 ml) and sodium borohydride (6.3 g) was added thereto at 5° C. After stirring at ambient temperature for 1 hour, the mixture was evaporated in vacuo. 4N Hydrochloric acid (200 ml) was added to the residue an... Isolated yield 43.5%. Reaction conditions: temperature 150 celsius, time 2 hour. Reaction SMILES: [CH3:1][N:2]1[C:6]2=[C:7]3[C:13]([C:14]#[N:15])=[CH:12][N:11](S(C4C=CC(C)=CC=4)(=O)=O)[C:8]3=[N:9][CH:10]=[C:5]2[CH:4]=[N:3]1.C1C(=O)N([Br:33])C(=O)C1.CN(C=O)C>O>[Br:33][C:12]1[NH:11][C:8]2=[N:9][CH:10]=[C:5]3[CH:4]=[N:3][N:2]([CH3:1])[C:6]3=[C:7]2[C:13]=1[C:14]#[N:15]. Procedure: A 10 mL microwave reaction vial was charged with 1-methyl-6-tosyl-1,6-dihydropyrazolo[3,4-d]pyrrolo[2,3-b]pyridine-8-carbonitrile (0.011 g, 0.30 mmol, prepared using General Procedure AK from Preparation #1, Step D with NBS, General Procedure AE), NBS (0.012 g, 0.66 mmol) and DMF (2 mL). The suspension was heated in a microwave at about 150° C. for about 30 min (250 psi maximum pressure, 2 min ramp, 300 max watts). Additional NBS (134 mg, 0.754 mmol) was added and mixture was stirred at rt for a... The solvent is O (water). The reactants are CN1N=CC=2C1=C1C(=NC2)N(C=C1C#N)S(=O)(=O)C1=CC=C(C)C=C1 (1-methyl-6-tosyl-1,6-dihydropyrazolo[3,4-d]pyrrolo[2,3-b]pyridine-8-carbonitrile), C1CC(=O)N(C1=O)Br (NBS), CN(C)C=O (DMF), C1CC(=O)N(C1=O)Br (NBS). Product: BrC1=C(C=2C(=NC=C3C2N(N=C3)C)N1)C#N (7-bromo-1-methyl-1,6-dihydropyrazolo[3,4-d]pyrrolo[2,3-b]pyridine-8-carbonitrile). Reactants: COCC=Cc1cccc2c1OCCN(C(=O)OC(C)(C)C)C2, CO. The product is COCCCc1cccc2c1OCCN(C(=O)OC(C)(C)C)C2. As a reaction SMILES: [CH3:1][O:2][CH2:3][CH:4]=[CH:5][c:6]1[cH:7][cH:8][cH:9][c:10]2[c:16]1[O:15][CH2:14][CH2:13][N:12]([C:17](=[O:18])[O:19][C:20]([CH3:21])([CH3:22])[CH3:23])[CH2:11]2.[CH3:24][OH:25]>>[CH3:1][O:2][CH2:3][CH2:4][CH2:5][c:6]1[cH:7][cH:8][cH:9][c:10]2[c:16]1[O:15][CH2:14][CH2:13][N:12]([C:17](=[O:18])[O:19][C:20]([CH3:21])([CH3:22])[CH3:23])[CH2:11]2. Reactants: [OH-].[Na+] (sodium hydroxide), O1CCCC1 (tetrahydrofuran), C(C)(=O)OCC1=NC=C(C=C1)C1=CC=CC=C1 (5-phenyl-2-pyridylmethyl acetate). Run in CO (methanol). Yields the product C1(=CC=CC=C1)C=1C=CC(=NC1)CO (5-phenyl-2-pyridylmethanol). The yield is 94.7%. As a reaction SMILES: C([O:4][CH2:5][C:6]1[CH:11]=[CH:10][C:9]([C:12]2[CH:17]=[CH:16][CH:15]=[CH:14][CH:13]=2)=[CH:8][N:7]=1)(=O)C.[OH-].[Na+].O1CCCC1>CO>[C:12]1([C:9]2[CH:10]=[CH:11][C:6]([CH2:5][OH:4])=[N:7][CH:8]=2)[CH:13]=[CH:14][CH:15]=[CH:16][CH:17]=1 |f:1.2|. Reported procedure: A mixture of 5-phenyl-2-pyridylmethyl acetate (3.68 g), a 1N aqueous sodium hydroxide solution (30 ml), tetrahydrofuran (30 ml) and methanol (300 ml) was stirred at room temperature for 3 hours, which was concentrated. The residue was dissolved in ethyl acetate, and then the solution was washed with water, then with saturated aqueous sodium chloride solution, dried (MgSO4), and concentrated. The residual colorless crystals were collected by filtration to obtain 5-phenyl-2-pyridylmethanol (2.84 g...